This data is from the Open Reaction Database (ORD), a public repository of structured organic reaction records. The task is: describe an organic reaction: reactants, conditions, products, and yield Starting materials: Cl, COC(=O)c1cc(-c2ccc(F)cc2)c(=O)n(-c2ccccn2)c1, [Na+], C1COCCO1, [OH-], O. Yields the product [Cl-], O=C(O)c1cc(-c2ccc(F)cc2)c(=O)n(-c2ccccn2)c1, [Na+]. As a reaction SMILES: [ClH:27].[F:1][c:2]1[cH:3][cH:4][c:5](-[c:8]2[c:9](=[O:24])[n:10](-[c:18]3[n:19][cH:20][cH:21][cH:22][cH:23]3)[cH:11][c:12]([C:14](=[O:15])[O:16][CH3:17])[cH:13]2)[cH:6][cH:7]1.[Na+:26].[O:28]1[CH2:29][CH2:30][O:31][CH2:32][CH2:33]1.[OH-:25].[OH2:34]>>[Cl-:27].[F:1][c:2]1[cH:3][cH:4][c:5](-[c:8]2[c:9](=[O:24])[n:10](-[c:18]3[n:19][cH:20][cH:21][cH:22][cH:23]3)[cH:11][c:12]([C:14](=[O:15])[OH:16])[cH:13]2)[cH:6][cH:7]1.[Na+:26]. Starting materials: C(C)N1C[C@@H]2CCC(C[C@]2(CC1)C1=CC(=CC=C1)OC)(O)C1=CC=CC=C1 ((±)-trans-1,2,3,4,4a,5,6,7,8,8a-decahydro-2-ethyl-4a-(3-methoxyphenyl)-6-phenyl-6-isoquinolinol). Solvent: Cl (HCl). Product: C(C)N1C[C@@H]2CC=C(C[C@]2(CC1)C1=CC(=CC=C1)OC)C1=CC=CC=C1 ((±)-trans-2-Ethyl-4a-(3-methoxyphenyl)-6-phenyl-1,2,3,4,4a,5,8,8a-octahydroisoquinoline). Isolated yield 102.6%. RXN SMILES: [CH2:1]([N:3]1[CH2:12][CH2:11][C@@:10]2([C:13]3[CH:18]=[CH:17][CH:16]=[C:15]([O:19][CH3:20])[CH:14]=3)[C@@H:5]([CH2:6][CH2:7][C:8]([C:22]3[CH:27]=[CH:26][CH:25]=[CH:24][CH:23]=3)(O)[CH2:9]2)[CH2:4]1)[CH3:2]>Cl>[CH2:1]([N:3]1[CH2:12][CH2:11][C@@:10]2([C:13]3[CH:18]=[CH:17][CH:16]=[C:15]([O:19][CH3:20])[CH:14]=3)[C@@H:5]([CH2:6][CH:7]=[C:8]([C:22]3[CH:23]=[CH:24][CH:25]=[CH:26][CH:27]=3)[CH2:9]2)[CH2:4]1)[CH3:2]. Procedure details: The reaction was conducted as described in Example 2, using 0.79 g (2.16 mmol) of (±)-trans-1,2,3,4,4a,5,6,7,8,8a-decahydro-2-ethyl-4a-(3-methoxyphenyl)-6-phenyl-6-isoquinolinol and 30 ml of 37% HCl, yielding 0.77 g of the title compound. C24H29NO Starting materials: CC(C)(C)[Si](C)(C)Cl, CCCCCC1(CCC2C(OC3CCCCO3)CC(O)C2CC(=O)OC)OCCO1, CN(C)C=O, c1c[nH]cn1. Yields the product CCCCCC1(CCC2C(OC3CCCCO3)CC(O[SiH2]C(C)(C)C)C2CC(=O)OC)OCCO1. RXN SMILES: [C:31]([CH3:32])([CH3:33])([CH3:34])[Si:35]([Cl:36])([CH3:37])[CH3:38].[CH2:1]1[O:2][C:3]([CH2:4][CH2:5][CH:6]2[CH:7]([CH2:19][C:20](=[O:21])[O:22][CH3:23])[CH:8]([OH:18])[CH2:9][CH:10]2[O:11][CH:12]2[O:13][CH2:14][CH2:15][CH2:16][CH2:17]2)([CH2:24][CH2:25][CH2:26][CH2:27][CH3:28])[O:29][CH2:30]1.[O:44]=[CH:45][N:46]([CH3:47])[CH3:48].[nH:39]1[cH:40][cH:41][n:42][cH:43]1>>[CH2:1]1[O:2][C:3]([CH2:4][CH2:5][CH:6]2[CH:7]([CH2:19][C:20](=[O:21])[O:22][CH3:23])[CH:8]([O:18][SiH2:35][C:31]([CH3:32])([CH3:33])[CH3:34])[CH2:9][CH:10]2[O:11][CH:12]2[O:13][CH2:14][CH2:15][CH2:16][CH2:17]2)([CH2:24][CH2:25][CH2:26][CH2:27][CH3:28])[O:29][CH2:30]1. Reactants: CS(=O)(=O)Cl (Methanesulphonyl chloride), NC1=CC2=C(CCN(CC2)CCOC2=CC(=C(C=C2)N)C)C=C1 (7-amino-3-[2-(4-amino-3-methylphenoxy)ethyl]-1,2,4,5-tetrahydro-3H-3-benzazepine). The solvent is N1=CC=CC=C1 (pyridine). Reaction conditions: time 72 hour. Yields the product CS(=O)(=O)NC1=CC2=C(CCN(CC2)CCOC2=CC(=C(C=C2)NS(=O)(=O)C)C)C=C1 (7-Methanesulphonamido-3-[2-(4-methanesulphonamido-3-methylphenoxy)ethyl]-1,2,4,5-tetrahydro-3H-3-benzazepine). RXN SMILES: [CH3:1][S:2](Cl)(=[O:4])=[O:3].[NH2:6][C:7]1[CH:28]=[CH:27][C:10]2[CH2:11][CH2:12][N:13]([CH2:16][CH2:17][O:18][C:19]3[CH:24]=[CH:23][C:22]([NH2:25])=[C:21]([CH3:26])[CH:20]=3)[CH2:14][CH2:15][C:9]=2[CH:8]=1>N1C=CC=CC=1>[CH3:1][S:2]([NH:6][C:7]1[CH:28]=[CH:27][C:10]2[CH2:11][CH2:12][N:13]([CH2:16][CH2:17][O:18][C:19]3[CH:24]=[CH:23][C:22]([NH:25][S:2]([CH3:1])(=[O:4])=[O:3])=[C:21]([CH3:26])[CH:20]=3)[CH2:14][CH2:15][C:9]=2[CH:8]=1)(=[O:4])=[O:3]. Procedure details: Methanesulphonyl chloride (0.18 ml) was added dropwise to a solution of 7-amino-3-[2-(4-amino-3-methylphenoxy)ethyl]-1,2,4,5-tetrahydro-3H-3-benzazepine (0.36 g) in pyridine (30 ml) cooled to 0°, and the mixture was then stirred at room temperature for 72 hours. The solvent was evaporated in vacuo and the residue was taken up in methylene chloride and washed three times with saturated aqueous sodium bicarbonate and three times with brine. The organic layer was dried (Na2SO4), filtered and evapor...